From a dataset of the Open Reaction Database (ORD), a public repository of structured organic reaction records. describe an organic reaction: reactants, conditions, products, and yield Run in C1CCOC1 (THF), O (water), C(C)(=O)OCC (ethyl acetate). Reaction conditions: time 20 minute. Starting materials: OC(CC=1C=C2CN(CC2=CC1)C(=O)OCC1=CC=CC=C1)CO (benzyl 5-(2,3-dihydroxypropyl)isoindoline-2-carboxylate), I(=O)(=O)(=O)[O-].[Na+] (sodium periodate). Procedure details: To a solution of benzyl 5-(2,3-dihydroxypropyl)isoindoline-2-carboxylate (327 mg, 1 mmol) in THF (7 mL) and water (7 mL) was added sodium periodate (426 mg, 2 mmol). The resulting mixture was stirred for 20 min diluted with ethyl acetate, washed with water and brine, dried over magnesium sulfate and concentrated to give the title compound a white solid. This material is used without further purification. Yields the product O=CCC=1C=C2CN(CC2=CC1)C(=O)OCC1=CC=CC=C1 (benzyl 5-(2-oxoethyl)isoindoline-2-carboxylate). RXN SMILES: [OH:1][CH:2](CO)[CH2:3][C:4]1[CH:5]=[C:6]2[C:10](=[CH:11][CH:12]=1)[CH2:9][N:8]([C:13]([O:15][CH2:16][C:17]1[CH:22]=[CH:21][CH:20]=[CH:19][CH:18]=1)=[O:14])[CH2:7]2.I([O-])(=O)(=O)=O.[Na+]>C1COCC1.O.C(OCC)(=O)C>[O:1]=[CH:2][CH2:3][C:4]1[CH:5]=[C:6]2[C:10](=[CH:11][CH:12]=1)[CH2:9][N:8]([C:13]([O:15][CH2:16][C:17]1[CH:22]=[CH:21][CH:20]=[CH:19][CH:18]=1)=[O:14])[CH2:7]2 |f:1.2|. Starting materials: OCC1=CC=C(C=C1)S(=NC(C1=CN=CC(=C1)C#CC1=CC(=CC=C1)NC(=O)C=1OC=CC1C)=O)(=O)C (N-{[4-(hydroxymethyl)phenyl] (methyl)oxido--sulfanylidene}-5-({3-[(3-methyl-2-furoyl)amino]phenyl}ethynyl)nicotinamide), C(Br)(Br)(Br)Br (CBr4), C1=CC=C(C=C1)P(C2=CC=CC=C2)C3=CC=CC=C3 (PPh3). Solvent: C(Cl)Cl (CH2Cl2), C(Cl)Cl (CH2Cl2), C(Cl)Cl (CH2Cl2). Run at temperature 0 celsius, time 1.5 hour. Product: BrCC1=CC=C(C=C1)S(=NC(C1=CN=CC(=C1)C#CC1=CC(=CC=C1)NC(=O)C=1OC=CC1C)=O)(=O)C (N-{[4-(Bromomethyl)phenyl](methyl)oxido--sulfanylidene}-5-({3-[(3-methyl-2-furoyl)amino]phenyl}ethynyl)nicotinamide). As a reaction SMILES: O[CH2:2][C:3]1[CH:8]=[CH:7][C:6]([S:9]([CH3:37])(=[O:36])=[N:10][C:11](=[O:35])[C:12]2[CH:17]=[C:16]([C:18]#[C:19][C:20]3[CH:25]=[CH:24][CH:23]=[C:22]([NH:26][C:27]([C:29]4[O:30][CH:31]=[CH:32][C:33]=4[CH3:34])=[O:28])[CH:21]=3)[CH:15]=[N:14][CH:13]=2)=[CH:5][CH:4]=1.C(Br)(Br)(Br)[Br:39].C1C=CC(P(C2C=CC=CC=2)C2C=CC=CC=2)=CC=1>C(Cl)Cl>[Br:39][CH2:2][C:3]1[CH:8]=[CH:7][C:6]([S:9]([CH3:37])(=[O:36])=[N:10][C:11](=[O:35])[C:12]2[CH:17]=[C:16]([C:18]#[C:19][C:20]3[CH:25]=[CH:24][CH:23]=[C:22]([NH:26][C:27]([C:29]4[O:30][CH:31]=[CH:32][C:33]=4[CH3:34])=[O:28])[CH:21]=3)[CH:15]=[N:14][CH:13]=2)=[CH:5][CH:4]=1. Procedure: N-{[4-(hydroxymethyl)phenyl] (methyl)oxido--sulfanylidene}-5-({3-[(3-methyl-2-furoyl)amino]phenyl}ethynyl)nicotinamide (0.1 g, 0.195 mmol) and CBr4 (0.097 g, 0.293 mmol) were dissolved in CH2Cl2 (0.485 mL) and the resulting solution was cooled to 0° C. PPh3 (0.858 g, 0.293 mmol) was dissolved in CH2Cl2 (0.250 mL) and then added dropwise to the 0° C. reaction mixture. Subsequently the reaction was allowed to warm to room temperature and stir for ˜1.5 h. The reaction was then diluted with CH2Cl2 (... Starting materials: Cl.C(C)N1C2=CC=CC=C2C=2C=C(C=CC12)CN1CC(CCC1)C(OC)=N (methyl 1-((9-ethyl-9H-carbazol-3-yl)methyl)piperidine-3-carbimidate hydrochloride), C(=O)NN (formohydrazide). Run in O (water), N1=CC=CC=C1 (pyridine). Conditions: temperature 110 celsius, time 8 hour. Yields the product N=1NC(=NC1)C1CN(CCC1)CC=1C=CC=2N(C3=CC=CC=C3C2C1)CC (3-((3-(2H-1,2,4-triazol-3-yl)piperidin-1-yl)methyl)-9-ethyl-9H-carbazole). Yield: 0.8%. RXN SMILES: Cl.[CH2:2]([N:4]1[C:16]2[CH:15]=[CH:14][C:13]([CH2:17][N:18]3[CH2:23][CH2:22][CH2:21][CH:20]([C:24](=[NH:27])OC)[CH2:19]3)=[CH:12][C:11]=2[C:10]2[C:5]1=[CH:6][CH:7]=[CH:8][CH:9]=2)[CH3:3].[CH:28]([NH:30][NH2:31])=O>N1C=CC=CC=1.O>[N:30]1[NH:31][C:24]([CH:20]2[CH2:21][CH2:22][CH2:23][N:18]([CH2:17][C:13]3[CH:14]=[CH:15][C:16]4[N:4]([CH2:2][CH3:3])[C:5]5[C:10]([C:11]=4[CH:12]=3)=[CH:9][CH:8]=[CH:7][CH:6]=5)[CH2:19]2)=[N:27][CH:28]=1 |f:0.1|. Reported procedure: A 100-mL round-bottomed flask was charged with a solution of methyl 1-((9-ethyl-9H-carbazol-3-yl)methyl)piperidine-3-carbimidate hydrochloride (1.44 g, 3.94 mmol, 1.00 equiv, 1.44%) in pyridine (20 mL) and formohydrazide (0.249 g, 4.07 mmol, 1.03 equiv, 0.249%). The resulting solution was stirred overnight at 110° C. in an oil bath. Upon completion, the resulting solution was cooled down to room temperature and diluted with water. This mixture was then extracted with ethyl acetate (3×30 mL). Com... The reactants are CC(C)(C#N)NC(=O)OC(C)(C)C, O=C([O-])[O-], CCO, [Cl-], [K+], [K+], O, [NH3+]O. Product: CC(C)(C)OC(=O)NC(C)(C)C(N)=NO. As a reaction SMILES: [C:10](#[N:11])[C:12]([CH3:13])([CH3:14])[NH:15][C:16]([O:17][C:18]([CH3:19])([CH3:20])[CH3:21])=[O:22].[C:1](=[O:2])([O-:3])[O-:4].[CH3:24][CH2:25][OH:26].[Cl-:7].[K+:5].[K+:6].[OH2:23].[OH:8][NH3+:9]>>[OH:8][N:9]=[C:10]([NH2:11])[C:12]([CH3:13])([CH3:14])[NH:15][C:16]([O:17][C:18]([CH3:19])([CH3:20])[CH3:21])=[O:22]. Reactants: O=C([O-])O, c1ccc2c(c1)CCNC2, O=C(Cl)c1ccccc1F, [K+], CN1CCc2c(N)cccc2C1, c1ccccc1. Product: CN1CCc2c(cccc2NC(=O)c2ccccc2F)C1. RXN SMILES: [C:13](=[O:14])([OH:15])[O-:16].[CH2:28]1[c:29]2[c:30]([cH:31][cH:32][cH:33][cH:34]2)[CH2:35][CH2:36][NH:37]1.[F:18][c:19]1[c:20]([C:21](=[O:22])[Cl:23])[cH:24][cH:25][cH:26][cH:27]1.[K+:17].[NH2:1][c:2]1[c:3]2[c:8]([cH:9][cH:10][cH:11]1)[CH2:7][N:6]([CH3:12])[CH2:5][CH2:4]2.[cH:38]1[cH:39][cH:40][cH:41][cH:42][cH:43]1>>[NH:1]([c:2]1[c:3]2[c:8]([cH:9][cH:10][cH:11]1)[CH2:7][N:6]([CH3:12])[CH2:5][CH2:4]2)[C:21]([c:20]1[c:19]([F:18])[cH:27][cH:26][cH:25][cH:24]1)=[O:22]. Starting materials: OC1=CC=C(C=O)C=C1 (4-Hydroxybenzaldehyde), [H-].[Na+] (sodium hydride), CN(C=O)C (dimethylformamide), CN(C=O)C (dimethylformamide), O (water), BrCCCCl (1-Bromo-3-chloropropane). Reaction conditions: temperature 60 celsius, time 3 hour. Product: ClCCCCOC1=CC=C(C=O)C=C1 (4-(4-Chlorobutoxy)benzaldehyde). RXN SMILES: [OH:1][C:2]1[CH:9]=[CH:8][C:5]([CH:6]=[O:7])=[CH:4][CH:3]=1.[H-].[Na+].Br[CH2:13][CH2:14][CH2:15][Cl:16].O.[CH3:18]N(C)C=O>>[Cl:16][CH2:15][CH2:14][CH2:13][CH2:18][O:1][C:2]1[CH:9]=[CH:8][C:5]([CH:6]=[O:7])=[CH:4][CH:3]=1 |f:1.2|. Reported procedure: 4-Hydroxybenzaldehyde (26.4 g) in dimethylformamide (50 mL) is added to sodium hydride (8.64 g of 60% in oil) in dimethylformamide (200 mL). 1-Bromo-3-chloropropane (93.2 g) is added and the mixture stirred at 60° C. for 3 hours. The mixture is poured into water (400 mL) and extracted with diethyl ether (3×150 mL). The extracts are dried over MgSO4, filtered and evaporated to leave an orange oil. The oil is distilled end 40.7 g of the title compound collected at 158°-175° C./0.7 mmHg as a yellow... Run in ClCCl (dichloromethane). Starting materials: C(C)(C)(C)OC(C(C)(C)SC=1SC=C(N1)CCN(CCCCCCC)C1=NC=C(C=N1)Br)=O (2-[(4-{2-[(5-bromopyrimidin-2-yl)(heptyl)amino]ethyl}-1,3-thiazol-2-yl)thio]-2-methylpropionic acid tert-butyl ester), FC(C(=O)O)(F)F (trifluoroacetic acid), N1CCCC1 (pyrrolidine). Reported procedure: The compound obtained using 2-[(4-{2-[(5-bromopyrimidin-2-yl)(heptyl)amino]ethyl}-1,3-thiazol-2-yl)thio]-2-methylpropionic acid tert-butyl ester synthesized in Example 442-1 and pyrrolidine as starting materials and by an operation similar to that of Example 442-2 was treated with dichloromethane and trifluoroacetic acid. The reaction solution was concentrated under reduced pressure, and the residue was purified by silica gel chromatography (elution solvent; chloroform:methanol=10:1) to give the... As a reaction SMILES: C([O:5][C:6](=[O:33])[C:7]([S:10][C:11]1[S:12][CH:13]=[C:14]([CH2:16][CH2:17][N:18]([C:26]2[N:31]=[CH:30][C:29](Br)=[CH:28][N:27]=2)[CH2:19][CH2:20][CH2:21][CH2:22][CH2:23][CH2:24][CH3:25])[N:15]=1)([CH3:9])[CH3:8])(C)(C)C.[NH:34]1[CH2:38][CH2:37][CH2:36][CH2:35]1.[F:39][C:40]([F:45])([F:44])[C:41]([OH:43])=[O:42]>ClCCl>[F:39][C:40]([F:45])([F:44])[C:41]([OH:43])=[O:42].[CH2:19]([N:18]([C:26]1[N:31]=[CH:30][C:29]([N:34]2[CH2:38][CH2:37][CH2:36][CH2:35]2)=[CH:28][N:27]=1)[CH2:17][CH2:16][C:14]1[N:15]=[C:11]([S:10][C:7]([CH3:8])([CH3:9])[C:6]([OH:5])=[O:33])[S:12][CH:13]=1)[CH2:20][CH2:21][CH2:22][CH2:23][CH2:24][CH3:25] |f:4.5|. Product: FC(C(=O)O)(F)F.C(CCCCCC)N(CCC=1N=C(SC1)SC(C(=O)O)(C)C)C1=NC=C(C=N1)N1CCCC1 (2-[(4-{2-[heptyl(5-pyrrolidin-1-ylpyrimidin-2-yl)amino]ethyl}-1,3-thiazol-2-yl)thio]-2-methylpropionic acid trifluoroacetate). Starting materials: C(C1=CC=CC=C1)OC([C@H]([C@@H](C)O[Si](C)(C)C(C)(C)C)CN)=O ((2S, 3R)-2-aminomethyl-3- (tert-butyldimethylsilyloxy)butanoic acid benzyl ester). Reagents/catalysts: [Pd] (palladium). The product is NC[C@H](C(=O)O)[C@@H](C)O[SiH](C)C(C)(C)C ((2S, 3R)-2-aminomethyl-3-(tert-butylmethylsilyloxy)butanoic acid). Reaction SMILES: C([O:8][C:9](=[O:23])[C@@H:10]([CH2:21][NH2:22])[C@H:11]([O:13][Si:14]([C:17]([CH3:20])([CH3:19])[CH3:18])(C)[CH3:15])[CH3:12])C1C=CC=CC=1>[Pd]>[NH2:22][CH2:21][C@@H:10]([C@H:11]([O:13][SiH:14]([C:17]([CH3:18])([CH3:20])[CH3:19])[CH3:15])[CH3:12])[C:9]([OH:23])=[O:8]. Procedure: subjecting (2S, 3R)-2-aminomethyl-3- (tert-butyldimethylsilyloxy)butanoic acid benzyl ester to catalytic hydrogenation in the presence of the palladium catalyst under hydrogen atmosphere to give (2S, 3R)-2-aminomethyl-3-(tert-butylmethylsilyloxy)butanoic acid, and